This data is from the Open Reaction Database (ORD), a public repository of structured organic reaction records. The task is: describe an organic reaction: reactants, conditions, products, and yield Starting materials: CC(=O)O, CN, ClCCCl, Cl, O=C1CC=C(c2c[nH]c3ccc([N+](=O)[O-])cc23)CC1, [Na+], [OH-]. Yields the product CNC1CC=C(c2c[nH]c3ccc([N+](=O)[O-])cc23)CC1. RXN SMILES: [C:20]([OH:21])(=[O:22])[CH3:23].[CH3:25][NH2:26].[Cl:29][CH2:30][CH2:31][Cl:32].[ClH:24].[N+:1](=[O:2])([O-:3])[c:4]1[cH:5][c:6]2[c:7]([C:13]3=[CH:14][CH2:15][C:16](=[O:19])[CH2:17][CH2:18]3)[cH:8][nH:9][c:10]2[cH:11][cH:12]1.[Na+:28].[OH-:27]>>[N+:1](=[O:2])([O-:3])[c:4]1[cH:5][c:6]2[c:7]([C:13]3=[CH:14][CH2:15][CH:16]([NH:26][CH3:25])[CH2:17][CH2:18]3)[cH:8][nH:9][c:10]2[cH:11][cH:12]1. The reactants are CN(C)CCCNC=O, CC(C)O, COc1ccc([N+](=O)[O-])cc1NC(=O)CCl. Yields the product COc1ccc([N+](=O)[O-])cc1NC(=O)C[N+](C)(C)CCCNC=O, [Cl-]. Reaction SMILES: [CH3:1][N:2]([CH2:3][CH2:4][CH2:5][NH:6][CH:7]=[O:8])[CH3:9].[CH:26]([OH:27])([CH3:28])[CH3:29].[Cl:10][CH2:11][C:12](=[O:13])[NH:14][c:15]1[c:16]([O:24][CH3:25])[cH:17][cH:18][c:19]([N+:21](=[O:22])[O-:23])[cH:20]1>>[CH3:1][N+:2]([CH2:3][CH2:4][CH2:5][NH:6][CH:7]=[O:8])([CH3:9])[CH2:11][C:12](=[O:13])[NH:14][c:15]1[c:16]([O:24][CH3:25])[cH:17][cH:18][c:19]([N+:21](=[O:22])[O-:23])[cH:20]1.[Cl-:10]. The reactants are CC(=O)OC(C)=O, CN(C)c1ccncc1, Cc1cccc(C)c1CO. Yields the product CC(=O)OCc1c(C)cccc1C. Reaction SMILES: [CH3:11][C:12](=[O:13])[O:14][C:15](=[O:16])[CH3:17].[CH3:18][N:19]([CH3:20])[c:21]1[cH:22][cH:23][n:24][cH:25][cH:26]1.[CH3:1][c:2]1[c:3]([CH2:4][OH:5])[c:6]([CH3:10])[cH:7][cH:8][cH:9]1>>[CH3:1][c:2]1[c:3]([CH2:4][O:5][C:12]([CH3:11])=[O:13])[c:6]([CH3:10])[cH:7][cH:8][cH:9]1. Product: CN(C(C)=O)CCN(C=1SC2=C(N1)C=CC(=C2)[N+](=O)[O-])C (N-Methyl-N-{2-[methyl-(6-nitro-benzothiazol-2-yl)-amino]-ethyl}-acetamide). Solvent: C(Cl)Cl (CH2Cl2). Reaction SMILES: [CH3:1][N:2]([C:7]1[S:8][C:9]2[CH:15]=[C:14]([N+:16]([O-:18])=[O:17])[CH:13]=[CH:12][C:10]=2[N:11]=1)[CH2:3][CH2:4][NH:5][CH3:6].N1C=CC=CC=1.[C:25](Cl)(=[O:27])[CH3:26]>C(Cl)Cl>[CH3:6][N:5]([CH2:4][CH2:3][N:2]([CH3:1])[C:7]1[S:8][C:9]2[CH:15]=[C:14]([N+:16]([O-:18])=[O:17])[CH:13]=[CH:12][C:10]=2[N:11]=1)[C:25](=[O:27])[CH3:26]. Starting materials: N1=CC=CC=C1 (pyridine), CN(CCNC)C=1SC2=C(N1)C=CC(=C2)[N+](=O)[O-] (N,N′-dimethyl-N-(6-nitro-benzothiazol-2-yl)-ethane-1,2-diamine), C(C)(=O)Cl (acetyl chloride). The yield is 100.0%. Procedure: Dissolve N,N′-dimethyl-N-(6-nitro-benzothiazol-2-yl)-ethane-1,2-diamine (0.255 g, 0.957 mmol) in CH2Cl2 (10 mL) and add pyridine (0.1 mL, 1.2 mmol). Add acetyl chloride (0.102 mL, 1.43 mmol) and shake the mixture overnight at room temperature. Concentrate the reaction mixture in vacuo (adsorbing onto silica gel) and subject the mixture to silica gel flash column chromatography (40 g column, eluting with 1-10% MeOH/CH2Cl2) to yield the desired product (0.295 g, 100%). mass spectrum (m/e): 309.2 (... Starting materials: C(CCCCCCCCCCCC)OCCO (2-n-tridecyloxyethanol), P(OCCBr)(=O)(Cl)Cl (2-bromoethyl phosphorodichloridate), C(Cl)(Cl)Cl.CC(=O)C (chloroform acetone), N1=CC=CC=C1 (pyridine). Run in C1=CC=CC=C1 (benzene). Product: P(=O)(OCCOCCCCCCCCCCCCC)(OCC[N+](C)(C)C)[O-] (2-Tridecyloxyethyl 2-trimethylammonioethyl phosphate). Isolated yield 34.0%. RXN SMILES: [CH2:1]([O:14][CH2:15][CH2:16][OH:17])[CH2:2][CH2:3][CH2:4][CH2:5][CH2:6][CH2:7][CH2:8][CH2:9][CH2:10][CH2:11][CH2:12][CH3:13].[P:18](Cl)(Cl)(=[O:23])[O:19]CCBr.[N:26]1[CH:31]=CC=C[CH:27]=1.[CH:32](Cl)(Cl)Cl.[CH3:36][C:37](C)=[O:38]>C1C=CC=CC=1>[P:18]([O-:19])([O:38][CH2:37][CH2:36][N+:26]([CH3:31])([CH3:32])[CH3:27])([O:17][CH2:16][CH2:15][O:14][CH2:1][CH2:2][CH2:3][CH2:4][CH2:5][CH2:6][CH2:7][CH2:8][CH2:9][CH2:10][CH2:11][CH2:12][CH3:13])=[O:23] |f:3.4|. Procedure: In benzene were dissolved 3.8 g of 2-n-tridecyloxyethanol and 5.7 g of 2-bromoethyl phosphorodichloridate, and following dropwise addition of 1.85 g of pyridine under ice-cooling, the mixture was stirred at room temperature. The reaction mixture was treated by the procedure of Production Example 1 including hydrolysis, quaternization, dehalogenation, purification by silica gel column chromatography and recrystallization from chloroform-acetone to give 2.2 g (34%) of the desired product. It was h... The reactants are C1COCCO1, CCOC(C)=O, CC1(C)OB(c2cnn(C(CC#N)C3CC3)c2)OC1(C)C, Clc1ccnc(Cl)n1, [K+], [K+], [K+], O, O=P([O-])([O-])[O-], c1ccc(P(c2ccccc2)(c2ccccc2)[Pd](P(c2ccccc2)(c2ccccc2)c2ccccc2)(P(c2ccccc2)(c2ccccc2)c2ccccc2)P(c2ccccc2)(c2ccccc2)c2ccccc2)cc1. Yields the product N#CCC(C1CC1)n1cc(-c2ccnc(Cl)n2)cn1. Reaction SMILES: [CH2:38]1[O:39][CH2:40][CH2:41][O:42][CH2:43]1.[CH3:45][CH2:46][O:47][C:48]([CH3:49])=[O:50].[CH:9]1([CH:12]([CH2:13][C:14]#[N:15])[n:16]2[n:17][cH:18][c:19]([B:21]3[O:22][C:23]([CH3:24])([CH3:25])[C:26]([CH3:27])([CH3:28])[O:29]3)[cH:20]2)[CH2:10][CH2:11]1.[Cl:1][c:2]1[n:3][cH:4][cH:5][c:6]([Cl:8])[n:7]1.[K+:35].[K+:36].[K+:37].[OH2:44].[P:30]([O-:31])([O-:32])([O-:33])=[O:34].[cH:51]1[cH:52][cH:53][c:54]([P:55]([Pd:56]([P:57]([c:58]2[cH:59][cH:60][cH:61][cH:62][cH:63]2)([c:64]2[cH:65][cH:66][cH:67][cH:68][cH:69]2)[c:70]2[cH:71][cH:72][cH:73][cH:74][cH:75]2)([P:76]([c:77]2[cH:78][cH:79][cH:80][cH:81][cH:82]2)([c:83]2[cH:84][cH:85][cH:86][cH:87][cH:88]2)[c:89]2[cH:90][cH:91][cH:92][cH:93][cH:94]2)[P:95]([c:96]2[cH:97][cH:98][cH:99][cH:100][cH:101]2)([c:102]2[cH:103][cH:104][cH:105][cH:106][cH:107]2)[c:108]2[cH:109][cH:110][cH:111][cH:112][cH:113]2)([c:114]2[cH:115][cH:116][cH:117][cH:118][cH:119]2)[c:120]2[cH:121][cH:122][cH:123][cH:124][cH:125]2)[cH:126][cH:127]1>>[Cl:1][c:2]1[n:3][cH:4][cH:5][c:6](-[c:19]2[cH:18][n:17][n:16]([CH:12]([CH:9]3[CH2:10][CH2:11]3)[CH2:13][C:14]#[N:15])[cH:20]2)[n:7]1. The reactants are Cc1c(C)n(Cc2ccccc2)c2c(OCc3ccc(F)cc3)ccnc12, CS(=O)(=O)O, CCOC(C)=O. Product: Cc1c(C)n(Cc2ccccc2)c2c(OCc3ccc(F)cc3)ccnc12, CS(=O)(=O)O. Reaction SMILES: [CH2:6]([c:7]1[cH:8][cH:9][cH:10][cH:11][cH:12]1)[n:13]1[c:14]([CH3:32])[c:15]([CH3:31])[c:16]2[n:17][cH:18][cH:19][c:20]([O:22][CH2:23][c:24]3[cH:25][cH:26][c:27]([F:30])[cH:28][cH:29]3)[c:21]12.[CH3:1][S:2]([OH:3])(=[O:4])=[O:5].[CH3:33][CH2:34][O:35][C:36](=[O:37])[CH3:38]>>[CH2:6]([c:7]1[cH:8][cH:9][cH:10][cH:11][cH:12]1)[n:13]1[c:14]([CH3:32])[c:15]([CH3:31])[c:16]2[n:17][cH:18][cH:19][c:20]([O:22][CH2:23][c:24]3[cH:25][cH:26][c:27]([F:30])[cH:28][cH:29]3)[c:21]12.[CH3:1][S:2](=[O:3])(=[O:4])[OH:5].